Dataset: the Open Reaction Database (ORD), a public repository of structured organic reaction records. Task: describe an organic reaction: reactants, conditions, products, and yield Yield: 96.6%. Product: BrC1=CC=C(CC(CO)CO)C=C1 (2-(4-Bromo-benzyl)-propane-1,3-diol). Procedure: 2-(4-Bromo-benzyl)-malonic acid diethyl ester 21 (1.5 g, 3.8 mmol) was dissolved in 5 mL THF and the solution was added slowly to DIBALH (1M in toluene, 25 mL) via a syringe at 0° C. and stirred at the same temperature for 3 hr. HCl (2N, 50 mL) was then added to break the complex. After standard work up with ethyl acetate, crude product 22 (0.9 g, 99%) was obtained, which was used directly for the next step without further purification: 1H NMR δ 7.39 (d, 2H, J=8.2 Hz), 7.04 (d, 2H, J=8.2 Hz), 3.... Run in C1CCOC1 (THF). Reactants: C(C)(=O)OCC (ethyl acetate), C(C)OC(C(C(=O)OCC)CC1=CC=C(C=C1)Br)=O (2-(4-Bromo-benzyl)-malonic acid diethyl ester), Cl (HCl), CC(C)C[AlH]CC(C)C (DIBALH). Reaction conditions: time 3 hour. As a reaction SMILES: C([O:3][C:4](=O)[CH:5]([CH2:11][C:12]1[CH:17]=[CH:16][C:15]([Br:18])=[CH:14][CH:13]=1)[C:6](OCC)=[O:7])C.CC(C[AlH]CC(C)C)C.Cl.C(OCC)(=O)C>C1COCC1>[Br:18][C:15]1[CH:14]=[CH:13][C:12]([CH2:11][CH:5]([CH2:4][OH:3])[CH2:6][OH:7])=[CH:17][CH:16]=1. The reactants are Cl.C(C)(C)N(CCCl)C(C)C (2-diisopropylaminoethyl chloride hydrochloride), C1(C=2C(C(N1)=O)=CC=CC2)=O.[K] (potassium phthalimide). The solvent is CN(C=O)C (dimethyl formamide). Yields the product Cl.CC(C)N(C(C)C)CCN1C(C2=CC=CC=C2C1=O)=O (2-[2-[[N,N-bis(1-Methylethyl)]amino]ethyl]-2H-isoindole-1,3-dione, hydrochloride). Isolated yield 6.7%. As a reaction SMILES: Cl.[CH:2]([N:5]([CH:9]([CH3:11])[CH3:10])[CH2:6][CH2:7][Cl:8])([CH3:4])[CH3:3].[C:12]1(=[O:22])[NH:16][C:15](=[O:17])[C:14]2=[CH:18][CH:19]=[CH:20][CH:21]=[C:13]12.[K]>CN(C)C=O>[ClH:8].[CH3:3][CH:2]([N:5]([CH2:6][CH2:7][N:16]1[C:12](=[O:22])[C:13]2[C:14](=[CH:18][CH:19]=[CH:20][CH:21]=2)[C:15]1=[O:17])[CH:9]([CH3:11])[CH3:10])[CH3:4] |f:0.1,2.3,5.6,^1:22|. Reported procedure: A solution of 2-diisopropylaminoethyl chloride hydrochloride (40.0 g, 0.2 mole) and potassium phthalimide (74.0 g, 0.4 mole) as stirred overnight at 85° C. in 500 ml of dimethyl formamide. The reaction mixture was stirred to dryness on a rotary evaporator, and the residue was partitioned between chloroform and water. The chloroform layer was extracted with 10% sodium hydroxide. After drying and removal of solvent, a brown oil was obtained which slowly crystallized. A portion of the oil was conve... Starting materials: FC(C=1C=C(C=C(C1)C(F)(F)F)C(=O)N1C[C@H]([C@H](CC1)N1CCNCC1)C1=CC=CC=C1)(F)F (rac-cis-(3,5-bis-trifluoromethyl-phenyl)-(3-phenyl-4-piperazin-1-yl-piperidin-1-yl)-methanone), ClCC(=O)NC1=C(C=CC=C1C)C (N-chloroacetyl-2,6-dimethylaniline). The product is FC(C=1C=C(C(=O)N2C[C@H]([C@H](CC2)N2CCN(CC2)CC(=O)NC2=C(C=CC=C2C)C)C2=CC=CC=C2)C=C(C1)C(F)(F)F)(F)F (Rac-cis-2-{4-[1-(3,5-Bis-trifluoromethyl-benzoyl)-3-phenyl-piperidin-4-yl]-piperazin-1-yl}-N-(2,6-dimethyl-phenyl)-acetamide). Reaction SMILES: [F:1][C:2]([F:34])([F:33])[C:3]1[CH:4]=[C:5]([C:13]([N:15]2[CH2:20][CH2:19][C@H:18]([N:21]3[CH2:26][CH2:25][NH:24][CH2:23][CH2:22]3)[C@H:17]([C:27]3[CH:32]=[CH:31][CH:30]=[CH:29][CH:28]=3)[CH2:16]2)=[O:14])[CH:6]=[C:7]([C:9]([F:12])([F:11])[F:10])[CH:8]=1.Cl[CH2:36][C:37]([NH:39][C:40]1[C:45]([CH3:46])=[CH:44][CH:43]=[CH:42][C:41]=1[CH3:47])=[O:38]>>[F:34][C:2]([F:33])([F:1])[C:3]1[CH:4]=[C:5]([CH:6]=[C:7]([C:9]([F:10])([F:11])[F:12])[CH:8]=1)[C:13]([N:15]1[CH2:20][CH2:19][C@H:18]([N:21]2[CH2:26][CH2:25][N:24]([CH2:36][C:37]([NH:39][C:40]3[C:45]([CH3:46])=[CH:44][CH:43]=[CH:42][C:41]=3[CH3:47])=[O:38])[CH2:23][CH2:22]2)[C@H:17]([C:27]2[CH:32]=[CH:31][CH:30]=[CH:29][CH:28]=2)[CH2:16]1)=[O:14]. Procedure: The title compound, MS: m/e=647.2 (M+H+), was prepared in accordance with the general method of example 35 from rac-cis-(3,5-bis-trifluoromethyl-phenyl)-(3-phenyl-4-piperazin-1-yl-piperidin-1-yl)-methanone and N-chloroacetyl-2,6-dimethylaniline. Starting materials: N(=NC(=O)OCC)C(=O)OCC (Diethyl azodicarboxylate), ice, OC=1C=C(C=CC1)CC#N (3-hydroxyphenyl acetonitrile), C1(=CC=CC=C1)P(C1=CC=CC=C1)C1=CC=CC=C1 (triphenylphosphine), OCCNC(OC(C)(C)C)=O (tert-butyl 2-hydroxyethylcarbamate). Solvent: C(C)(=O)OCC (ethyl acetate), O1CCCC1 (tetrahydrofuran). Reaction conditions: time 8 hour. The product is C(#N)CC1=C(OCCNC(OC(C)(C)C)=O)C=CC=C1 (tert-Butyl 2-[2-(cyanomethyl)phenoxy]ethylcarbamate). As a reaction SMILES: N(C(OCC)=O)=NC(OCC)=O.O[C:14]1[CH:15]=[C:16]([CH2:20][C:21]#[N:22])[CH:17]=[CH:18][CH:19]=1.C1(P(C2C=CC=CC=2)C2C=CC=CC=2)C=CC=CC=1.[OH:42][CH2:43][CH2:44][NH:45][C:46](=[O:52])[O:47][C:48]([CH3:51])([CH3:50])[CH3:49]>O1CCCC1.C(OCC)(=O)C>[C:21]([CH2:20][C:16]1[CH:17]=[CH:18][CH:19]=[CH:14][C:15]=1[O:42][CH2:43][CH2:44][NH:45][C:46](=[O:52])[O:47][C:48]([CH3:50])([CH3:49])[CH3:51])#[N:22]. Reported procedure: Diethyl azodicarboxylate (6.2 ml, 39.4 mmol) was added dropwise to an ice-cooled solution of 3-hydroxyphenyl acetonitrile (preparation 126) (4.2 g, 31.5 mmol), triphenylphosphine (10.34 g, 39.4 mmol) and tert-butyl 2-hydroxyethylcarbamate (5.4 ml, 34.9 mmol) in tetrahydrofuran (70 ml), and once addition was complete, the reaction was stirred at room temperature overnight. The reaction was diluted with ethyl acetate (400 ml), washed with 1N NaOH solution, water, brine, then dried over MgSO4 and c... Reactants: C(C)[C@@H]1C2[C@H](C[C@H]3[C@@H]4CCC([C@@]4(C)CC[C@@H]3[C@]2(CCC1=O)C)=O)O (4β-ethyl-6α-hydroxyandrostan-3,17-dione), Cl.Cl.N1C[C@@H](CC1)ON (3-(R)-pyrrolidinyloxyamine dihydrochloride). The product is Cl.N1C[C@@H](CC1)O\N=C/1\[C@@H](C2[C@H](C[C@H]3[C@@H]4CCC([C@@]4(C)CC[C@@H]3[C@]2(CC1)C)=O)O)CC ((E)-3-[3-(R)-Pyrrolidinyl]oxyimino-4β-ethyl-6α-hydroxyandrostan-17-one hydrochloride). As a reaction SMILES: [CH2:1]([C@H:3]1[C:20](=O)[CH2:19][CH2:18][C@@:17]2([CH3:22])[CH:4]1[C@@H:5]([OH:24])[CH2:6][C@@H:7]1[C@@H:16]2[CH2:15][CH2:14][C@@:12]2([CH3:13])[C@H:8]1[CH2:9][CH2:10][C:11]2=[O:23])[CH3:2].[ClH:25].Cl.[NH:27]1[CH2:31][CH2:30][C@@H:29]([O:32][NH2:33])[CH2:28]1>>[ClH:25].[NH:27]1[CH2:31][CH2:30][C@@H:29]([O:32]/[N:33]=[C:20]2/[C@H:3]([CH2:1][CH3:2])[CH:4]3[C@:17]([CH3:22])([CH2:18][CH2:19]/2)[C@@H:16]2[C@H:7]([C@H:8]4[C@@:12]([CH2:14][CH2:15]2)([CH3:13])[C:11](=[O:23])[CH2:10][CH2:9]4)[CH2:6][C@@H:5]3[OH:24])[CH2:28]1 |f:1.2.3,4.5|. Procedure details: The title compound was obtained in 90% yield following the procedure described in Example 30 starting from 4β-ethyl-6α-hydroxyandrostan-3,17-dione (Preparation 27, 137 mg) and 3-(R)-pyrrolidinyloxyamine dihydrochloride (Preparation 12, 160 mg). The crude product was triturated with Et2O and the resulting precipitate was filtered to give the title compound I-bx. Reactants: CC(=O)O, O=C(OCC(Cl)(Cl)Cl)N1CCC(CCSc2ccccc2)CC1, [Na+], O=C([O-])O, [Zn]. Product: c1ccc(SCCC2CCNCC2)cc1. Reaction SMILES: [CH3:29][C:30](=[O:31])[OH:32].[Cl:1][C:2]([Cl:3])([Cl:4])[CH2:5][O:6][C:22]([N:7]1[CH2:8][CH2:9][CH:10]([CH2:13][CH2:14][S:15][c:16]2[cH:17][cH:18][cH:19][cH:20][cH:21]2)[CH2:11][CH2:12]1)=[O:23].[Na+:28].[O-:24][C:25]([OH:26])=[O:27].[Zn:33]>>[NH:7]1[CH2:8][CH2:9][CH:10]([CH2:13][CH2:14][S:15][c:16]2[cH:17][cH:18][cH:19][cH:20][cH:21]2)[CH2:11][CH2:12]1. Reaction SMILES: [Br:55][C:56]([Br:57])([Br:58])[Br:59].[CH:1]1([n:6]2[n:7][cH:8][c:9]3[c:10]([C:23](=[O:24])[NH:25][CH2:26][c:27]4[c:28](=[O:35])[nH:29][c:30]([CH3:34])[cH:31][c:32]4[CH3:33])[cH:11][c:12](-[c:15]4[cH:16][cH:17][c:18]([CH2:21][OH:22])[cH:19][cH:20]4)[cH:13][c:14]23)[CH2:2][CH2:3][CH2:4][CH2:5]1.[Cl:61][CH2:62][Cl:63].[OH2:60].[c:36]1([P:37]([c:38]2[cH:39][cH:40][cH:41][cH:42][cH:43]2)[c:44]2[cH:45][cH:46][cH:47][cH:48][cH:49]2)[cH:50][cH:51][cH:52][cH:53][cH:54]1>>[CH:1]1([n:6]2[n:7][cH:8][c:9]3[c:10]([C:23](=[O:24])[NH:25][CH2:26][c:27]4[c:28](=[O:35])[nH:29][c:30]([CH3:34])[cH:31][c:32]4[CH3:33])[cH:11][c:12](-[c:15]4[cH:16][cH:17][c:18]([CH2:21][Br:55])[cH:19][cH:20]4)[cH:13][c:14]23)[CH2:2][CH2:3][CH2:4][CH2:5]1. Starting materials: BrC(Br)(Br)Br, Cc1cc(C)c(CNC(=O)c2cc(-c3ccc(CO)cc3)cc3c2cnn3C2CCCC2)c(=O)[nH]1, ClCCl, O, c1ccc(P(c2ccccc2)c2ccccc2)cc1. Yields the product Cc1cc(C)c(CNC(=O)c2cc(-c3ccc(CBr)cc3)cc3c2cnn3C2CCCC2)c(=O)[nH]1. The product is COC(CC1CC(C)c2ccccc2C1=O)OC. RXN SMILES: [CH3:1][O:2][CH:3]([CH2:4][CH:5]1[C:6](=[N:16][N:17]([CH3:18])[CH3:19])[c:7]2[cH:8][cH:9][cH:10][cH:11][c:12]2[CH:13]([CH3:15])[CH2:14]1)[O:20][CH3:21].[CH3:22][CH2:23][O:24][C:25](=[O:26])[CH3:27].[Cu:40]([Cl:41])[Cl:42].[O-:33][P:34](=[O:35])([O-:36])[O-:37].[O:28]1[CH2:29][CH2:30][CH2:31][CH2:32]1.[OH2:38].[OH2:39]>>[CH3:1][O:2][CH:3]([CH2:4][CH:5]1[C:6](=[O:24])[c:7]2[cH:8][cH:9][cH:10][cH:11][c:12]2[CH:13]([CH3:15])[CH2:14]1)[O:20][CH3:21]. The reactants are COC(CC1CC(C)c2ccccc2C1=NN(C)C)OC, CCOC(C)=O, Cl[Cu]Cl, O=P([O-])([O-])[O-], C1CCOC1, O, O.